From a dataset of the Open Reaction Database (ORD), a public repository of structured organic reaction records. describe an organic reaction: reactants, conditions, products, and yield The reactants are C[Si](C)(C)C(C(N)=O)[Si](C)(C)C, CC#N, [H][H], O=C(O)NC1CN(C(=O)NS(=O)(=O)NNC(=O)c2ccc(O)c(O)c2)C1=O. Yields the product NC1CN(C(=O)NS(=O)(=O)NNC(=O)c2ccc(O)c(O)c2)C1=O. Reaction SMILES: [CH3:1][Si:2]([CH:3]([Si:4]([CH3:5])([CH3:6])[CH3:7])[C:8]([NH2:9])=[O:10])([CH3:11])[CH3:12].[CH3:42][C:43]#[N:44].[H:40][H:41].[OH:13][c:14]1[cH:15][c:16]([C:17](=[O:18])[NH:19][NH:20][S:21](=[O:22])(=[O:23])[NH:24][C:25](=[O:26])[N:27]2[C:28](=[O:35])[CH:29]([NH:31][C:32](=[O:33])[OH:34])[CH2:30]2)[cH:36][cH:37][c:38]1[OH:39]>>[OH:13][c:14]1[cH:15][c:16]([C:17](=[O:18])[NH:19][NH:20][S:21](=[O:22])(=[O:23])[NH:24][C:25](=[O:26])[N:27]2[C:28](=[O:35])[CH:29]([NH2:31])[CH2:30]2)[cH:36][cH:37][c:38]1[OH:39].